From a dataset of the Open Reaction Database (ORD), a public repository of structured organic reaction records. describe an organic reaction: reactants, conditions, products, and yield The reactants are C1(=CC=C(C=C1)OCCCO)C1=CC=CC=C1 (3-(biphenyl-4-yloxy)-propan-1-ol), COC(C(CC1=CC(=CC=C1)O)OCC)=O (2-ethoxy-3-(3-hydroxy-phenyl)-propionic acid methyl ester), C1(=CC=C(C=C1)OCCOC1=CC=C(C=C1)C[C@@H](C(=O)O)OC)C1=CC=CC=C1 ((2S)-3-{4-[2-(biphenyl-4-yloxy)-ethoxy]-phenyl}-2-methoxy-propionic acid). Yields the product C1(=CC=C(C=C1)OCCCOC=1C=C(C=CC1)CC(C(=O)O)OCC)C1=CC=CC=C1 (3-{3-[3-(biphenyl-4-yloxy)-propoxy]-phenyl}-2-ethoxy-propionic acid). As a reaction SMILES: [C:1]1([C:12]2[CH:17]=[CH:16][CH:15]=[CH:14][CH:13]=2)[CH:6]=[CH:5][C:4]([O:7][CH2:8][CH2:9][CH2:10][OH:11])=[CH:3][CH:2]=1.C[O:19][C:20](=[O:33])[CH:21]([O:30][CH2:31][CH3:32])[CH2:22][C:23]1[CH:28]=[CH:27][CH:26]=[C:25](O)[CH:24]=1.C1(C2C=CC=CC=2)C=CC(OCCOC2C=CC(C[C@H](OC)C(O)=O)=CC=2)=CC=1>>[C:1]1([C:12]2[CH:13]=[CH:14][CH:15]=[CH:16][CH:17]=2)[CH:6]=[CH:5][C:4]([O:7][CH2:8][CH2:9][CH2:10][O:11][C:27]2[CH:28]=[C:23]([CH2:22][CH:21]([O:30][CH2:31][CH3:32])[C:20]([OH:33])=[O:19])[CH:24]=[CH:25][CH:26]=2)=[CH:3][CH:2]=1. Procedure: The title compound was prepared from 3-(biphenyl-4-yloxy)-propan-1-ol (Example 291, Step 6) and 2-ethoxy-3-(3-hydroxy-phenyl)-propionic acid methyl ester (Example 378, Step 4) via the same procedure used for the preparation of (2S)-3-{4-[2-(biphenyl-4-yloxy)-ethoxy]-phenyl}-2-methoxy-propionic acid (Example 283, Step 3) to produce a white solid. The crude material was submitted to chiral HPLC separation to afford the single enantiomer isomer 1. (ES) for C26H28O5 [M+NH4]+: 438.0, [M+Na]+: 443.0. Starting materials: O=C([O-])[O-], CC#CCBr, CN(C)C=O, CCOC(C)=O, Cn1ncc2[nH]c(Cl)nc2c1=O, [K+], [K+]. Yields the product CC#CCn1c(Cl)nc2cnn(C)c(=O)c21. As a reaction SMILES: [C:1](=[O:2])([O-:3])[O-:4].[CH2:7]([C:8]#[C:9][CH3:10])[Br:11].[CH3:12][N:13]([CH3:14])[CH:15]=[O:16].[CH3:29][CH2:30][O:31][C:32](=[O:33])[CH3:34].[Cl:17][c:18]1[n:19][c:20]2[c:21]([cH:22][n:23][n:24]([CH3:27])[c:25]2=[O:26])[nH:28]1.[K+:5].[K+:6]>>[CH2:7]([C:8]#[C:9][CH3:10])[n:19]1[c:18]([Cl:17])[n:28][c:21]2[c:20]1[c:25](=[O:26])[n:24]([CH3:27])[n:23][cH:22]2. Starting materials: O=[N+]([O-])c1cc(Cl)ccc1Cl, [Na], O, S. The product is Nc1cc(Cl)ccc1Cl. RXN SMILES: [Cl:1][c:2]1[c:3]([N+:9]([O-:10])=[O:11])[cH:4][c:5]([Cl:8])[cH:6][cH:7]1.[Na:13].[OH2:14].[SH2:12]>>[Cl:1][c:2]1[c:3]([NH2:9])[cH:4][c:5]([Cl:8])[cH:6][cH:7]1. Starting materials: C1(=CC=CC=C1)S(=O)(=O)N=C1C=CC(C=C1)=NS(=O)(=O)C1=CC=CC=C1 (N,N′-Bis[phenylsulfonyl]-1,4-benzoquinone diimine), ClNS(=O)(=O)C1=CC=CC=C1.[Na] (sodium N-chlorobenzenesulfonamide). Product: C1(=CC=CC=C1)S(=O)(=O)NC=1C(C=C(C(C1)=NS(=O)(=O)C1=CC=CC=C1)NS(=O)(=O)C1=CC=CC=C1)=NS(=O)(=O)C1=CC=CC=C1 (2,5-bis(phenylsulfonylamino)-N,N′-bis(phenylsulfonyl)-1,4-benzoquinone diimine). As a reaction SMILES: [C:1]1([S:7]([N:10]=[C:11]2[CH:16]=[CH:15][C:14](=[N:17][S:18]([C:21]3[CH:26]=[CH:25][CH:24]=[CH:23][CH:22]=3)(=[O:20])=[O:19])[CH:13]=[CH:12]2)(=[O:9])=[O:8])[CH:6]=[CH:5][CH:4]=[CH:3][CH:2]=1.Cl[NH:28][S:29]([C:32]1[CH:37]=[CH:36][CH:35]=[CH:34][CH:33]=1)(=[O:31])=[O:30].[Na]>>[C:1]1([S:7]([NH:10][C:11]2[C:12](=[N:10][S:7]([C:1]3[CH:6]=[CH:5][CH:4]=[CH:3][CH:2]=3)(=[O:9])=[O:8])[CH:13]=[C:14]([NH:17][S:18]([C:21]3[CH:22]=[CH:23][CH:24]=[CH:25][CH:26]=3)(=[O:20])=[O:19])[C:15](=[N:28][S:29]([C:32]3[CH:37]=[CH:36][CH:35]=[CH:34][CH:33]=3)(=[O:31])=[O:30])[CH:16]=2)(=[O:8])=[O:9])[CH:2]=[CH:3][CH:4]=[CH:5][CH:6]=1 |f:1.2,^1:37|. Procedure details: N,N′-Bis[phenylsulfonyl]-1,4-benzoquinone diimine is sulfanylamidated by sodium N-chlorobenzenesulfonamide to form 2,5-bis(phenylsulfonylamino)-N,N′-bis(phenylsulfonyl)-1,4-benzoquinone diimine. Similarly, amidation of N,N′-bis[phenylsulfonyl]-1,4-benzoquinone diimine with N-chloroamides gives the corresponding sulfonyl benzoquinone diimine derivatives in one step. The reactants are C(C)(=O)O (acetic acid), C(=O)(OC(C)(C)C)N1[C@H](C=O)CCC1 (N-Boc-L-prolinal), NCC(C)(O)C (1-amino-2-methylpropan-2-ol), C(#N)[BH3-].[Na+] (sodium cyanoborohydride), C(=O)(O)[O-].[Na+] (NaHCO3). The solvent is CO (MeOH), CO (MeOH). Conditions: time 30 minute. Product: C(C)(C)(C)OC(=O)N1[C@@H](CCC1)CNCC(C)(C)O ((S)-2-[(2-hydroxy-2-methyl propylamino)methyl]pyrrolidine-1-carboxylic acid tert-butyl ester). Isolated yield 108.4%. RXN SMILES: [NH2:1][CH2:2][C:3]([CH3:6])([OH:5])[CH3:4].C(O)(=O)C.[C:11]([N:18]1[CH2:24][CH2:23][CH2:22][C@H:19]1[CH:20]=O)([O:13][C:14]([CH3:17])([CH3:16])[CH3:15])=[O:12].C([BH3-])#N.[Na+].C([O-])(O)=O.[Na+]>CO>[C:14]([O:13][C:11]([N:18]1[CH2:24][CH2:23][CH2:22][C@H:19]1[CH2:20][NH:1][CH2:2][C:3]([OH:5])([CH3:6])[CH3:4])=[O:12])([CH3:17])([CH3:15])[CH3:16] |f:3.4,5.6|. Reported procedure: 4.34 g of 1-amino-2-methylpropan-2-ol (48.68 mmol) are placed in 50 ml of MeOH. 2.79 ml of acetic acid (48.68 mmol) and then 4.72 ml of N-Boc-L-prolinal (24.34 mmol), diluted beforehand in 20 ml of MeOH, are successively added dropwise. The reaction mixture is stirred at room temperature for 30 minutes and 3.22 g of sodium cyanoborohydride (48.68 mmol) are then added portionwise. After stirring at room temperature for 18 hours, the medium is poured into 400 ml of saturated aqueous NaHCO3 solutio...